The task is: describe an organic reaction: reactants, conditions, products, and yield. This data is from the Open Reaction Database (ORD), a public repository of structured organic reaction records. Starting materials: CCCCP(=CC#N)(CCCC)CCCC, Cc1ccccc1, CCCCCC, CC(CCCO)C(c1cc(F)ccc1F)S(=O)(=O)c1ccc(Cl)cc1. Product: CC1CCCC1(c1cc(F)ccc1F)S(=O)(=O)c1ccc(Cl)cc1. As a reaction SMILES: [C:26]([CH:27]=[P:28]([CH2:29][CH2:30][CH2:31][CH3:32])([CH2:33][CH2:34][CH2:35][CH3:36])[CH2:37][CH2:38][CH2:39][CH3:40])#[N:41].[CH3:42][c:43]1[cH:44][cH:45][cH:46][cH:47][cH:48]1.[CH3:49][CH2:50][CH2:51][CH2:52][CH2:53][CH3:54].[Cl:1][c:2]1[cH:3][cH:4][c:5]([S:8](=[O:9])(=[O:10])[CH:11]([CH:12]([CH2:13][CH2:14][CH2:15][OH:16])[CH3:17])[c:18]2[c:19]([F:25])[cH:20][cH:21][c:22]([F:24])[cH:23]2)[cH:6][cH:7]1>>[Cl:1][c:2]1[cH:3][cH:4][c:5]([S:8](=[O:9])(=[O:10])[C:11]2([c:18]3[c:19]([F:25])[cH:20][cH:21][c:22]([F:24])[cH:23]3)[CH:12]([CH3:17])[CH2:13][CH2:14][CH2:15]2)[cH:6][cH:7]1. The reactants are ClC=1N=C(C2=C(N1)OC(CO2)(C)C)N2CCOCC2 (2-chloro-7,7-dimethyl-4-morpholin-4-yl-6,7-dihydro-[1,4]dioxino[2,3-d]pyrimidine), CC1(OB(OC1(C)C)C=1C=CC(=NC1)N)C (5-(4,4,5,5-tetramethyl-[1,3,2]dioxaborolan-2-yl)-pyridin-2-ylamine), C([O-])([O-])=O.[Na+].[Na+] (sodium carbonate). Reagents/catalysts: Cl[Pd]([P](C1=CC=CC=C1)(C2=CC=CC=C2)C3=CC=CC=C3)([P](C4=CC=CC=C4)(C5=CC=CC=C5)C6=CC=CC=C6)Cl (Pd(PPh3)2Cl2). The solvent is C(C)#N (acetonitrile). Run at temperature 120 celsius. Yields the product CC1(COC2=C(N=C(N=C2N2CCOCC2)C=2C=CC(=NC2)N)O1)C (5-(7,7-dimethyl-4-morpholino-6H-[1,4]dioxino[2,3-d]pyrimidin-2-yl)pyridin-2-amine). The yield is 51.8%. Reaction SMILES: Cl[C:2]1[N:3]=[C:4]([N:14]2[CH2:19][CH2:18][O:17][CH2:16][CH2:15]2)[C:5]2[O:11][CH2:10][C:9]([CH3:13])([CH3:12])[O:8][C:6]=2[N:7]=1.CC1(C)C(C)(C)OB([C:28]2[CH:29]=[CH:30][C:31]([NH2:34])=[N:32][CH:33]=2)O1.C(=O)([O-])[O-].[Na+].[Na+]>C(#N)C.Cl[Pd](Cl)([P](C1C=CC=CC=1)(C1C=CC=CC=1)C1C=CC=CC=1)[P](C1C=CC=CC=1)(C1C=CC=CC=1)C1C=CC=CC=1>[CH3:12][C:9]1([CH3:13])[O:8][C:6]2[N:7]=[C:2]([C:28]3[CH:29]=[CH:30][C:31]([NH2:34])=[N:32][CH:33]=3)[N:3]=[C:4]([N:14]3[CH2:19][CH2:18][O:17][CH2:16][CH2:15]3)[C:5]=2[O:11][CH2:10]1 |f:2.3.4,^1:47,66|. Reported procedure: A microwave vial was charged with 2-chloro-7,7-dimethyl-4-morpholin-4-yl-6,7-dihydro-[1,4]dioxino[2,3-d]pyrimidine from Example 104 (50 mg, 0.18 mmol), 5-(4,4,5,5-tetramethyl-[1,3,2]dioxaborolan-2-yl)-pyridin-2-ylamine (58 mg, 0.26 mmol), Pd(PPh3)2Cl2 (12 mg, 0.02 mmol) and sodium carbonate (0.5 mL, 0.5 mmol, 1M aqueous solution) in acetonitrile (1.5 mL) then evacuated and back filled with nitrogen before being heated at 120° C. for 30 minutes using microwave irradiation. The reaction mixture wa... The reactants are CC(C)=O, O=C(Cl)C(Cl)Cl, O, c1ccc(C2NCCS2)cc1. Yields the product O=C(C(Cl)Cl)N1CCSC1c1ccccc1. Reaction SMILES: [CH3:12][C:13](=[O:14])[CH3:15].[Cl:16][CH:17]([Cl:18])[C:19]([Cl:20])=[O:21].[OH2:22].[c:1]1([CH:7]2[S:8][CH2:9][CH2:10][NH:11]2)[cH:2][cH:3][cH:4][cH:5][cH:6]1>>[c:1]1([CH:7]2[S:8][CH2:9][CH2:10][N:11]2[C:19]([CH:17]([Cl:16])[Cl:18])=[O:21])[cH:2][cH:3][cH:4][cH:5][cH:6]1. Starting materials: C1CCOC1, COC(=O)c1ccc(OCCCON=Cc2ccc(C(C)(C)C)cc2)cc1NC(=O)c1ccc(-c2ccccc2)cc1, CO, [K+], [OH-]. Product: CC(C)(C)c1ccc(C=NOCCCOc2ccc(C(=O)O)c(NC(=O)c3ccc(-c4ccccc4)cc3)c2)cc1. Reaction SMILES: [CH2:45]1[O:46][CH2:47][CH2:48][CH2:49]1.[CH3:1][O:2][C:3]([c:4]1[c:5]([NH:27][C:28](=[O:29])[c:30]2[cH:31][cH:32][c:33](-[c:36]3[cH:37][cH:38][cH:39][cH:40][cH:41]3)[cH:34][cH:35]2)[cH:6][c:7]([O:10][CH2:11][CH2:12][CH2:13][O:14][N:15]=[CH:16][c:17]2[cH:18][cH:19][c:20]([C:23]([CH3:24])([CH3:25])[CH3:26])[cH:21][cH:22]2)[cH:8][cH:9]1)=[O:42].[CH3:50][OH:51].[K+:44].[OH-:43]>>[O:2]=[C:3]([c:4]1[c:5]([NH:27][C:28](=[O:29])[c:30]2[cH:31][cH:32][c:33](-[c:36]3[cH:37][cH:38][cH:39][cH:40][cH:41]3)[cH:34][cH:35]2)[cH:6][c:7]([O:10][CH2:11][CH2:12][CH2:13][O:14][N:15]=[CH:16][c:17]2[cH:18][cH:19][c:20]([C:23]([CH3:24])([CH3:25])[CH3:26])[cH:21][cH:22]2)[cH:8][cH:9]1)[OH:42]. Starting materials: NC(=CC(=O)OCC)C1(CCC1)C1=CC=C(C=C1)Cl (ethyl 3-amino-3-[1-(4-chlorophenyl)-cyclobutyl]acrylate), C(C)(=O)O (acetic acid), C(#N)[BH3-].[Na+] (sodium cyanoborohydride), C(C)(=O)[O-].[NH4+] (ammonium acetate). The solvent is C(C)O (ethanol). Reaction conditions: time 5 day. Yields the product NC(CC(=O)OCC)C1(CCC1)C1=CC=C(C=C1)Cl (ethyl 3-amino-3-[1-(4-chlorophenyl)cyclobutyl]propanoate). RXN SMILES: [NH2:1][C:2]([C:9]1([C:13]2[CH:18]=[CH:17][C:16]([Cl:19])=[CH:15][CH:14]=2)[CH2:12][CH2:11][CH2:10]1)=[CH:3][C:4]([O:6][CH2:7][CH3:8])=[O:5].C([BH3-])#N.[Na+].C([O-])(=O)C.[NH4+].C(O)(=O)C>C(O)C>[NH2:1][CH:2]([C:9]1([C:13]2[CH:14]=[CH:15][C:16]([Cl:19])=[CH:17][CH:18]=2)[CH2:10][CH2:11][CH2:12]1)[CH2:3][C:4]([O:6][CH2:7][CH3:8])=[O:5] |f:1.2,3.4|. Procedure details: A solution of ethyl 3-amino-3-[1-(4-chlorophenyl)-cyclobutyl]acrylate (90 g), sodium cyanoborohydride (36 g), ammonium acetate (27 g) and acetic acid (60 ml) in ethanol (1.5 litres) was allowed to stand at room temperature for 5 days and then concentrated to 600 ml and poured into water (2.5 litres). The aqueous solution was basified, extracted with ether and the ether extract back extracted with 2N hydrochloric acid. The acidic aqueous extract was cooled with ice, basified and extracted with et...